Dataset: the Open Reaction Database (ORD), a public repository of structured organic reaction records. Task: describe an organic reaction: reactants, conditions, products, and yield Reactants: BrCC(=O)OC (methyl bromoacetate), C([O-])([O-])=O.[K+].[K+] (potassium carbonate), BrC=1C=C(C=CC1O)C1=CC=C(C=C1)CNC(OC(C)(C)C)=O (tert-butyl (3′-bromo-4′-hydroxy[1,1′-biphenyl]-4-yl)methylcarbamate). Solvent: CN(C)C=O (DMF). Reaction conditions: time 8 hour. The product is COC(COC1=C(C=C(C=C1)C1=CC=C(C=C1)CNC(=O)OC(C)(C)C)Br)=O (methyl[(3-bromo-4′-{[(tert-butoxycarbonyl)amino]methyl}[1,1′-biphenyl]-4-yl)oxy]acetate). The yield is 93.4%. RXN SMILES: [Br:1][C:2]1[CH:3]=[C:4]([C:9]2[CH:14]=[CH:13][C:12]([CH2:15][NH:16][C:17](=[O:23])[O:18][C:19]([CH3:22])([CH3:21])[CH3:20])=[CH:11][CH:10]=2)[CH:5]=[CH:6][C:7]=1[OH:8].Br[CH2:25][C:26]([O:28][CH3:29])=[O:27].C(=O)([O-])[O-].[K+].[K+]>CN(C=O)C>[CH3:29][O:28][C:26](=[O:27])[CH2:25][O:8][C:7]1[CH:6]=[CH:5][C:4]([C:9]2[CH:10]=[CH:11][C:12]([CH2:15][NH:16][C:17]([O:18][C:19]([CH3:20])([CH3:22])[CH3:21])=[O:23])=[CH:13][CH:14]=2)=[CH:3][C:2]=1[Br:1] |f:2.3.4|. Procedure details: A mixture of tert-butyl (3′-bromo-4′-hydroxy[1,1′-biphenyl]-4-yl)methylcarbamate (1.50 g, 3.97 mmol), prepared in the previous step, methyl bromoacetate (376 μL, 3.97 mmol) and potassium carbonate (2.74 g, 19.86 mmol) in 50 mL of DMF was stirred under nitrogen at room temperature for 19 h (overnight). The reaction was partitioned between methylene chloride and water. The organic layer was separated, extracted five times with water, dried (MgSO4) and the solvent removed under reduced pressure to ...